This data is from the Open Reaction Database (ORD), a public repository of structured organic reaction records. The task is: describe an organic reaction: reactants, conditions, products, and yield Reactants: NC1=NC(=C(C(=N1)OS(=O)(=O)C(F)(F)F)F)C=1OC=CC1 (trifluoromethanesulfonic acid 2-amino-5-fluoro-6-furan-2-yl-pyrimidin-4-yl ester), NCCC1=CC=C(C=C1)O (tyramine). Solvent: COCCOC (DME). Yields the product NC1=NC(=C(C(=N1)NCCC1=CC=C(C=C1)O)F)C=1OC=CC1 (4-[2-(2-Amino-5-fluoro-6-furan-2-yl-pyrimidin-4-ylamino)-ethyl]-phenol). RXN SMILES: [NH2:1][C:2]1[N:7]=[C:6](OS(C(F)(F)F)(=O)=O)[C:5]([F:16])=[C:4]([C:17]2[O:18][CH:19]=[CH:20][CH:21]=2)[N:3]=1.[NH2:22][CH2:23][CH2:24][C:25]1[CH:30]=[CH:29][C:28]([OH:31])=[CH:27][CH:26]=1>COCCOC>[NH2:1][C:2]1[N:7]=[C:6]([NH:22][CH2:23][CH2:24][C:25]2[CH:30]=[CH:29][C:28]([OH:31])=[CH:27][CH:26]=2)[C:5]([F:16])=[C:4]([C:17]2[O:18][CH:19]=[CH:20][CH:21]=2)[N:3]=1. Procedure: From trifluoromethanesulfonic acid 2-amino-5-fluoro-6-furan-2-yl-pyrimidin-4-yl ester and tyramine in DME. ES-MS m/e (%): 315 (M+H+, 100).